Dataset: the Open Reaction Database (ORD), a public repository of structured organic reaction records. Task: describe an organic reaction: reactants, conditions, products, and yield Reactants: CN(S(=O)(=O)C1=CC=CC=C1)C1=CC=C(C=C1)C(C(F)(F)F)=O (N-Methyl-N-(4-trifluoroacetyl-phenyl)-benzenesulfonamide), FC(C#C)(F)F (3,3,3-trifluoroprop-1-yne). Yields the product CN(S(=O)(=O)C1=CC=CC=C1)C1=CC=C(C=C1)C(C#CC(F)(F)F)(C(F)(F)F)O (N-Methyl-N-[4-(4,4,4-trifluoro-1-hydroxy-1-tri fluoromethyl-but-2-ynyl)-phenyl]-benzenesulfonamide). As a reaction SMILES: [CH3:1][N:2]([C:12]1[CH:17]=[CH:16][C:15]([C:18](=[O:23])[C:19]([F:22])([F:21])[F:20])=[CH:14][CH:13]=1)[S:3]([C:6]1[CH:11]=[CH:10][CH:9]=[CH:8][CH:7]=1)(=[O:5])=[O:4].[F:24][C:25]([F:29])([F:28])[C:26]#[CH:27]>>[CH3:1][N:2]([C:12]1[CH:17]=[CH:16][C:15]([C:18]([OH:23])([C:19]([F:21])([F:22])[F:20])[C:27]#[C:26][C:25]([F:29])([F:28])[F:24])=[CH:14][CH:13]=1)[S:3]([C:6]1[CH:7]=[CH:8][CH:9]=[CH:10][CH:11]=1)(=[O:5])=[O:4]. Reported procedure: The compound was prepared from N-methyl-N-(4-trifluoroacetyl-phenyl)-benzenesulfonamide (Example 22, Step A) and 3,3,3-trifluoroprop-1-yne following the procedure described in Example 29. 1H NMR (CDCl3) δ 3.19 (s, 3H), 4.30 (br s, 1H), 7.11–7.63 (m, 9H). Mass Spectrum (CI+) m/e=438 (M+1).